This data is from the Open Reaction Database (ORD), a public repository of structured organic reaction records. The task is: describe an organic reaction: reactants, conditions, products, and yield Reactants: COC(=O)C1(CC1)C1=CC(=C(C=C1)OC)C(O[SiH2]C(C)(C)C)(C)C (1-[3-(tert-butyl-dimethyl-silanyloxymethyl)-4-methoxy-phenyl]-cyclopropanecarboxylic acid methyl ester), O[Li].O (LiOH.H2O). Run in CO (MeOH), O (water). Reaction conditions: temperature 40 celsius, time 8 hour. Product: OCC=1C=C(C=CC1OC)C1(CC1)C(=O)O (1-(3-hydroxymethyl-4-methoxy-phenyl)-cyclopropanecarboxylic acid). The yield is 132.5%. As a reaction SMILES: C[O:2][C:3]([C:5]1([C:8]2[CH:13]=[CH:12][C:11]([O:14][CH3:15])=[C:10]([C:16](C)(C)[O:17][SiH2]C(C)(C)C)[CH:9]=2)[CH2:7][CH2:6]1)=[O:4].O[Li].O>CO.O>[OH:17][CH2:16][C:10]1[CH:9]=[C:8]([C:5]2([C:3]([OH:4])=[O:2])[CH2:7][CH2:6]2)[CH:13]=[CH:12][C:11]=1[O:14][CH3:15] |f:1.2|. Reported procedure: To a solution of 1-[3-(tert-butyl-dimethyl-silanyloxymethyl)-4-methoxy-phenyl]-cyclopropanecarboxylic acid methyl ester (6.2 g, 18 mmol) in MeOH (75 mL) was added a solution of LiOH.H2O (1.50 g, 35.7 mmol) in water (10 mL) at 0° C. The reaction mixture was stirred overnight at 40° C. MeOH was removed by evaporation under vacuum. AcOH (1 mol/L, 40 mL) and EtOAc (200 mL) were added. The organic layer was separated, washed with brine, dried over anhydrous Na2SO4 and evaporated under vacuum to provi...